From a dataset of the Open Reaction Database (ORD), a public repository of structured organic reaction records. describe an organic reaction: reactants, conditions, products, and yield Procedure: A solution of crude (3,5-dicarbomethoxy-4-nitrophenoxy)-N,N-dihexylacetamide in ethanol is treated with aqueous sodium hydroxide (3 equivalents) at room temperature for 15 min. After this time the reaction is poured into cold dilute hydrochloric acid. The diacid product which precipitates is collected and washed well with water; m.p. 180°-184° C. Reaction SMILES: [C:1]([C:5]1[CH:6]=[C:7]([CH:25]=[C:26]([C:31]([O:33]C)=[O:32])[C:27]=1[N+:28]([O-:30])=[O:29])[O:8][CH2:9][C:10]([N:12]([CH2:19][CH2:20][CH2:21][CH2:22][CH2:23][CH3:24])[CH2:13][CH2:14][CH2:15][CH2:16][CH2:17][CH3:18])=[O:11])([O:3]C)=[O:2].[OH-].[Na+].Cl>C(O)C>[C:31]([C:26]1[CH:25]=[C:7]([CH:6]=[C:5]([C:1]([OH:3])=[O:2])[C:27]=1[N+:28]([O-:30])=[O:29])[O:8][CH2:9][C:10]([N:12]([CH2:13][CH2:14][CH2:15][CH2:16][CH2:17][CH3:18])[CH2:19][CH2:20][CH2:21][CH2:22][CH2:23][CH3:24])=[O:11])([OH:33])=[O:32] |f:1.2|. Run in C(C)O (ethanol). Reactants: C(=O)(OC)C=1C=C(OCC(=O)N(CCCCCC)CCCCCC)C=C(C1[N+](=O)[O-])C(=O)OC ((3,5-dicarbomethoxy-4-nitrophenoxy)-N,N-dihexylacetamide), [OH-].[Na+] (sodium hydroxide), Cl (hydrochloric acid). The product is C(=O)(O)C=1C=C(OCC(=O)N(CCCCCC)CCCCCC)C=C(C1[N+](=O)[O-])C(=O)O ((3,5-dicarboxy-4-nitrophenoxy)-N,N-dihexylacetamide). Starting materials: Cl (hydrochloric acid), BrCCO (2-bromoethanol), C([O-])([O-])=O.[K+].[K+] (potassium carbonate), C(C1=CC=CC=C1)OC=1C(=CC(=C(NC2=NC=NC3=CC(=C(C=C23)OC)O)C1)F)C (4-(5-benzyloxy-2-fluoro4-methylanilino)-7-hydroxy-6-methoxyquinazoline), BrCCO (2-bromoethanol), C([O-])([O-])=O.[K+].[K+] (potassium carbonate). Solvent: O (water), CN(C)C=O (DMF). Reaction conditions: temperature 50 celsius. Product: C(C1=CC=CC=C1)OC=1C(=CC(=C(NC2=NC=NC3=CC(=C(C=C23)OC)OCCO)C1)F)C (4-(5-benzyloxy-2-fluoro-4-methylanilino)-7-(2-hydroxyethoxy)-6-methoxyquinazoline). The yield is 44.5%. RXN SMILES: [CH2:1]([O:8][C:9]1[C:10]([CH3:30])=[CH:11][C:12]([F:29])=[C:13]([CH:28]=1)[NH:14][C:15]1[C:24]2[C:19](=[CH:20][C:21]([OH:27])=[C:22]([O:25][CH3:26])[CH:23]=2)[N:18]=[CH:17][N:16]=1)[C:2]1[CH:7]=[CH:6][CH:5]=[CH:4][CH:3]=1.Br[CH2:32][CH2:33][OH:34].C(=O)([O-])[O-].[K+].[K+].Cl>CN(C=O)C.O>[CH2:1]([O:8][C:9]1[C:10]([CH3:30])=[CH:11][C:12]([F:29])=[C:13]([CH:28]=1)[NH:14][C:15]1[C:24]2[C:19](=[CH:20][C:21]([O:27][CH2:32][CH2:33][OH:34])=[C:22]([O:25][CH3:26])[CH:23]=2)[N:18]=[CH:17][N:16]=1)[C:2]1[CH:3]=[CH:4][CH:5]=[CH:6][CH:7]=1 |f:2.3.4|. Reported procedure: A mixture of 4-(5-benzyloxy-2-fluoro4-methylanilino)-7-hydroxy-6-methoxyquinazoline (440 mg, 1 mmol), 2-bromoethanol (77 ml, 1 mmol) and potassium carbonate (150 mg, 1.1 mmol) in DMF (5 ml) was heated at 50° C. for 1 hour, further 2-bromoethanol (42 ml, 0.6 mmol) and potassium carbonate (150 mg, 1.1 mmol) was added and the mixture was maintained at 50° C. for 2 hours. The reaction mixture was diluted with water, neutralised with 2M hydrochloric acid and extracted with ethyl acetate. The extracts... Starting materials: O=C(CBr)c1ccccc1, CCOCC, CCOC(C)=O, O=C(OC1CN2CCC1CC2)C(Nc1ccccc1)c1ccccc1. Product: [Br-], O=C(C[N+]12CCC(CC1)C(OC(=O)C(Nc1ccccc1)c1ccccc1)C2)c1ccccc1. Reaction SMILES: [Br:26][CH2:27][C:28](=[O:29])[c:30]1[cH:31][cH:32][cH:33][cH:34][cH:35]1.[CH3:36][CH2:37][O:38][CH2:39][CH3:40].[CH3:41][CH2:42][O:43][C:44]([CH3:45])=[O:46].[c:1]1([CH:7]([C:8](=[O:9])[O:10][CH:11]2[CH2:12][N:13]3[CH2:14][CH2:15][CH:16]2[CH2:17][CH2:18]3)[NH:19][c:20]2[cH:21][cH:22][cH:23][cH:24][cH:25]2)[cH:2][cH:3][cH:4][cH:5][cH:6]1>>[Br-:26].[c:1]1([CH:7]([C:8](=[O:9])[O:10][CH:11]2[CH2:12][N+:13]3([CH2:27][C:28](=[O:29])[c:30]4[cH:31][cH:32][cH:33][cH:34][cH:35]4)[CH2:14][CH2:15][CH:16]2[CH2:17][CH2:18]3)[NH:19][c:20]2[cH:21][cH:22][cH:23][cH:24][cH:25]2)[cH:2][cH:3][cH:4][cH:5][cH:6]1. Starting materials: Cl.NCC(=O)OCC (ethyl aminoacetate hydrochloride), C(#N)[BH3-].[Na+] (sodium cyanoborohydride), C(#N)C1=C2CCC(C2=CC=C1F)CN(C(OC(C)(C)C)=O)CC=C (tert-Butyl [(4-cyano-5-fluoro-2,3-dihydro-1H-inden-1-yl)methyl]prop-2-en-1-ylcarbamate), O=[O+][O-] (ozone), CSC (DMS). The solvent is CCOC(=O)C (EtOAc), CO (MeOH). The product is C(C)(C)(C)OC(=O)N(CCNCC(=O)OCC)CC1CCC2=C(C(=CC=C12)F)C#N (Ethyl N-(2-{(tert-butoxycarbonyl)[(4-cyano-5-fluoro-2,3-dihydro-1H-inden-1-yl)methyl]amino}ethyl)glycinate). As a reaction SMILES: [C:1]([C:3]1[C:11]([F:12])=[CH:10][CH:9]=[C:8]2[C:4]=1[CH2:5][CH2:6][CH:7]2[CH2:13][N:14]([CH2:22][CH:23]=C)[C:15](=[O:21])[O:16][C:17]([CH3:20])([CH3:19])[CH3:18])#[N:2].O=[O+][O-].CSC.Cl.[NH2:32][CH2:33][C:34]([O:36][CH2:37][CH3:38])=[O:35].C([BH3-])#N.[Na+]>CO.CCOC(C)=O>[C:17]([O:16][C:15]([N:14]([CH2:13][CH:7]1[C:8]2[C:4](=[C:3]([C:1]#[N:2])[C:11]([F:12])=[CH:10][CH:9]=2)[CH2:5][CH2:6]1)[CH2:22][CH2:23][NH:32][CH2:33][C:34]([O:36][CH2:37][CH3:38])=[O:35])=[O:21])([CH3:18])([CH3:19])[CH3:20] |f:3.4,5.6|. Procedure: To a solution of tert-Butyl [(4-cyano-5-fluoro-2,3-dihydro-1H-inden-1-yl)methyl]prop-2-en-1-ylcarbamate (45 mg, 0.14 mmol) in MeOH (5 mL) was bubbled ozone until the solution turned blue. Excess ozone was removed by bubbling nitrogen through. To the reaction was then added DMS (0.50 ml, 6.8 mmol), and it was allowed to warm to RT. The solvent was removed under reduced pressure, and the resulting material was further treated with ethyl aminoacetate hydrochloride (13 mg, 0.090 mmol) and sodium cya... The reactants are BrC=1C(=C(SC1)C1=C(N=C2N1N=C(C=C2C(CC)CC)C)C)Cl (3-(4-bromo-3-chloro-thiophen-2-yl)-8-(1-ethyl-propyl)-2,6-dimethyl-imidazo[1,2-b]pyridazine), IC=1C=NC=CC1 (3-iodo-pyridine), CCO (EtOH). Reagents/catalysts: C1=CC=C(C=C1)P([C-]2C=CC=C2)C3=CC=CC=C3.C1=CC=C(C=C1)P([C-]2C=CC=C2)C3=CC=CC=C3.Cl[Pd]Cl.[Fe+2] (PdCl2(dppf)), [Zn] (Zn). The product is solution, Cl (HCl), Cl.ClC1=C(SC=C1C=1C=NC=CC1)C1=C(N=C2N1N=C(C=C2C(CC)CC)C)C (3-(3-chloro-4-pyridin-3-yl-thiophen-2-yl)-8-(1-ethyl-propyl)-2,6-dimethyl-imidazo[1,2-b]pyridazine, hydrochloride salt). Isolated yield 52.6%. Reaction SMILES: Br[C:2]1[C:3]([Cl:23])=[C:4]([C:7]2[N:11]3[N:12]=[C:13]([CH3:21])[CH:14]=[C:15]([CH:16]([CH2:19][CH3:20])[CH2:17][CH3:18])[C:10]3=[N:9][C:8]=2[CH3:22])[S:5][CH:6]=1.I[C:25]1[CH:26]=[N:27][CH:28]=[CH:29][CH:30]=1.CCO>[Zn].C1C=CC(P(C2C=CC=CC=2)[C-]2C=CC=C2)=CC=1.C1C=CC(P(C2C=CC=CC=2)[C-]2C=CC=C2)=CC=1.Cl[Pd]Cl.[Fe+2]>[ClH:23].[ClH:23].[Cl:23][C:3]1[C:2]([C:25]2[CH:26]=[N:27][CH:28]=[CH:29][CH:30]=2)=[CH:6][S:5][C:4]=1[C:7]1[N:11]2[N:12]=[C:13]([CH3:21])[CH:14]=[C:15]([CH:16]([CH2:19][CH3:20])[CH2:17][CH3:18])[C:10]2=[N:9][C:8]=1[CH3:22] |f:4.5.6.7,9.10|. Procedure details: Using a procedure analogous to Example 175, 3-(4-bromo-3-chloro-thiophen-2-yl)-8-(1-ethyl-propyl)-2,6-dimethyl-imidazo[1,2-b]pyridazine (0.40 g, 0.97 mmol), Reike® Zn (0.5 g/mL solution in THF, 2.5 mL, 1.94 mmol), 3-iodo-pyridine (0.30 g, 1.45 mmol), PdCl2(dppf) (0.035 g, 0.048 mmol), and a 1 M solution of HCl in EtOH (0.61 mL, 0.61 mmol) furnish the title compound (0.076 g, 0.17 mmol, 18%). 1H-NMR (CDCl3), δ 0.95 (t, J=7.0 Hz, 6H), 1.71-1.88 (m, 2H), 1.88-2.01 (m, 2H), 2.68 (s, 3H), 2.81 (s, 3H... Reactants: resultant mixture, ClC1=C2N=CN(C2=NC=N1)C1OCCCC1 (6-chloro-9-(tetrahydropyran-2-yl)-9H-purine), CCN(C(C)C)C(C)C (DIPEA), FC=1C=CC2=C(N(C(=N2)[C@H](C)N)C2=CC(=CC=C2)F)C1 ((S)-1-[6-Fluoro-1-(3-fluorophenyl)-1H-benzoimidazol-2-yl]ethylamine). Run in C(CCC)O (n-butanol). Conditions: temperature 90 celsius. Yields the product FC=1C=CC2=C(N(C(=N2)[C@H](C)NC2=C3N=CNC3=NC=N2)C2=CC(=CC=C2)F)C1 ({(S)-1-[6-Fluoro-1-(3-fluoro-phenyl)-1H-benzoimidazol-2-yl]-ethyl}-(9H-purin-6-yl)-amine). Isolated yield 15.6%. As a reaction SMILES: [F:1][C:2]1[CH:3]=[CH:4][C:5]2[N:9]=[C:8]([C@@H:10]([NH2:12])[CH3:11])[N:7]([C:13]3[CH:18]=[CH:17][CH:16]=[C:15]([F:19])[CH:14]=3)[C:6]=2[CH:20]=1.Cl[C:22]1[N:30]=[CH:29][N:28]=[C:27]2[C:23]=1[N:24]=[CH:25][N:26]2C1CCCCO1.CCN(C(C)C)C(C)C>C(O)CCC>[F:1][C:2]1[CH:3]=[CH:4][C:5]2[N:9]=[C:8]([C@@H:10]([NH:12][C:22]3[N:30]=[CH:29][N:28]=[C:27]4[C:23]=3[N:24]=[CH:25][NH:26]4)[CH3:11])[N:7]([C:13]3[CH:18]=[CH:17][CH:16]=[C:15]([F:19])[CH:14]=3)[C:6]=2[CH:20]=1. Procedure details: (S)-1-[6-Fluoro-1-(3-fluorophenyl)-1H-benzoimidazol-2-yl]ethylamine (0.45 g, 1.64 mmol) was dissolved in n-butanol (10 mL) and 6-chloro-9-(tetrahydropyran-2-yl)-9H-purine (0.39 g, 1.64 mmol) and DIPEA (1.45 mL, 8.24 mmol) were added. The reaction mixture was heated at 90° C. overnight. The resultant mixture was allowed to cool to RT and was concentrated in vacuo. The residue was passed down an Isolute® SCX-2 cartridge, eluting with DCM, MeOH and 2M NH3 in MeOH to afford crude product. This mater... Procedure: 1.4 595 μl of 2 N NaOH are added to a suspension of 112 mg of “A1” in 1.5 ml of methanol, and the mixture is stirred at 60° for 3 hours. The mixture is cooled, 0.7 ml of 2 N HCl is added, the mixture is diluted with water, the precipitate is removed, and the mixture is subjected to conventional work-up, giving 75 mg of 3-benzyl-6-hydroxy-1H-indazole-5-carboxylic acid (“A2”). Conditions: time 3 hour. RXN SMILES: [OH-].[Na+].[CH2:3]([C:10]1[C:18]2[C:13](=[CH:14][C:15]([OH:23])=[C:16]([C:19]([O:21]C)=[O:20])[CH:17]=2)[NH:12][N:11]=1)[C:4]1[CH:9]=[CH:8][CH:7]=[CH:6][CH:5]=1.Cl>CO.O>[CH2:3]([C:10]1[C:18]2[C:13](=[CH:14][C:15]([OH:23])=[C:16]([C:19]([OH:21])=[O:20])[CH:17]=2)[NH:12][N:11]=1)[C:4]1[CH:5]=[CH:6][CH:7]=[CH:8][CH:9]=1 |f:0.1|. Reactants: Cl (HCl), 1.4, [OH-].[Na+] (NaOH), C(C1=CC=CC=C1)C1=NNC2=CC(=C(C=C12)C(=O)OC)O (methyl 3-benzyl-6-hydroxy-1H-indazole-5-carboxylate). Product: C(C1=CC=CC=C1)C1=NNC2=CC(=C(C=C12)C(=O)O)O (3-benzyl-6-hydroxy-1H-indazole-5-carboxylic acid). Run in CO (methanol), O (water). Product: [N+](=O)([O-])C1=CC=CC2=CC=CC(=C12)[N+](=O)[O-] (1,8-dinitronaphthalene). The reactants are [N+](=O)([O-])C1=CC=CC2=C(C=CC=C12)[N+](=O)[O-] (1,5-dinitronaphthalene), [N+](=O)([O-])C1=CC=CC2=CC=CC=C12 (mononitronaphthalene), C1=CC=CC2=CC=CC=C12 (naphthalene), [N+](=O)(O)[O-] (nitric acid). Reaction SMILES: [N+]([C:4]1[C:13]2[C:8](=[C:9]([N+:14]([O-:16])=[O:15])[CH:10]=[CH:11][CH:12]=2)[CH:7]=[CH:6][CH:5]=1)([O-])=O.C1C2C(=CC=CC=2)C=CC=1.[N+:27]([O-])([OH:29])=[O:28].[N+](C1C2C(=CC=CC=2)C=CC=1)([O-])=O>>[N+:14]([C:9]1[C:8]2[C:13](=[CH:4][CH:5]=[CH:6][C:7]=2[N+:27]([O-:29])=[O:28])[CH:12]=[CH:11][CH:10]=1)([O-:16])=[O:15]. Reported procedure: The process for the production of 1,5-dinitronaphthalene according to the invention is based on the direct nitration of naphthalene by nitric acid having a concentration of 72–87 wt.-% without mononitronaphthalene isolation. The washing of the reaction products with water and acetone leads to 1,5-dinitronaphthalene of high purity [≧98 wt.-%]. The acetone and nitric acid used in the process may be recovered and returned into the process. 1,8-dinitronaphthalene is produced in the process as a by-p... Run in xylenes. Procedure: A mixture of 9.5 g (0.026 mol) of N-(butylaminocarbonyl)-2-chloro-6-phenylbenzenesulfonamide of Example 3 and 0.02 g DABCO was heated in 120 ml dry xylenes to reflux (138°) with a short water condenser and dry ice cold finger condenser attached. An excess of phosgene gas was introduced and reflux was continued for 2 hours. The mixture was then cooled, filtered under nitrogen atmosphere then evaporated to an amber oil, 8.5 g. An infrared spectrum exhibited an absorption at 2250 cm-1 indicating th... Conditions: time 2 hour. Yields the product ClC1=C(C(=CC=C1)C1=CC=CC=C1)S(=O)(=O)N=C=O (2-Chloro-6-phenylbenzenesulfonyl Isocyanate). Reaction SMILES: C(N[C:6]([NH:8][S:9]([C:12]1[C:17]([C:18]2[CH:23]=[CH:22][CH:21]=[CH:20][CH:19]=2)=[CH:16][CH:15]=[CH:14][C:13]=1[Cl:24])(=[O:11])=[O:10])=[O:7])CCC.C1N2CCN(CC2)C1.C(Cl)(Cl)=O>>[Cl:24][C:13]1[CH:14]=[CH:15][CH:16]=[C:17]([C:18]2[CH:23]=[CH:22][CH:21]=[CH:20][CH:19]=2)[C:12]=1[S:9]([N:8]=[C:6]=[O:7])(=[O:11])=[O:10]. The reactants are C(CCC)NC(=O)NS(=O)(=O)C1=C(C=CC=C1C1=CC=CC=C1)Cl (N-(Butylaminocarbonyl)-2-chloro-6-phenylbenzenesulfonamide), C1CN2CCN1CC2 (DABCO), C(=O)(Cl)Cl (phosgene). The reactants are CC(=O)NC1=NN(c2c(Cl)cc(Cl)cc2Cl)C(=O)C1, CCO, O. Product: Nc1c(Cl)cc(Cl)cc1Cl. As a reaction SMILES: [C:2]([NH:3][C:4]1=[N:9][N:8]([c:12]2[c:13]([Cl:20])[cH:14][c:15]([Cl:19])[cH:16][c:17]2[Cl:18])[C:6](=[O:7])[CH2:5]1)(=[O:10])[CH3:11].[CH3:21][CH2:22][OH:23].[OH2:1]>>[NH2:8][c:12]1[c:13]([Cl:20])[cH:14][c:15]([Cl:19])[cH:16][c:17]1[Cl:18].